This data is from the Open Reaction Database (ORD), a public repository of structured organic reaction records. The task is: describe an organic reaction: reactants, conditions, products, and yield Reported procedure: To NaH (0.56 g, 11.6 mmol, 50% suspension in mineral oil prewashed with pentane) in DMF (12 mL) at 0° C. 6-mercaptopurine (1.97 g, 11.6 mmol) was added in portions over 10 min. (2S)-(-)-(1,2-Epoxypropyl)-4-[bis(4-fluorophenyl)methyl]piperazine (4.0 g, 11.6 mmol) in DMF (10 mL) was added dropwise at 0° C. over a 5 min period. The reaction mixture was allowed to warm to room temperature after an additional 5 min and was stirred for 72 h. DMF was removed in vacuo (1 mm Hg, 55° C.) and the residue w... Reaction SMILES: [H-].[Na+].[SH:3][C:4]1[N:12]=[CH:11][N:10]=[C:9]2[C:5]=1[NH:6][CH:7]=[N:8]2.[O:13]1[C@@H:15]([CH3:16])[CH:14]1[N:17]1[CH2:22][CH2:21][N:20]([CH:23]([C:31]2[CH:36]=[CH:35][C:34]([F:37])=[CH:33][CH:32]=2)[C:24]2[CH:29]=[CH:28][C:27]([F:30])=[CH:26][CH:25]=2)[CH2:19][CH2:18]1>CN(C=O)C>[F:30][C:27]1[CH:28]=[CH:29][C:24]([CH:23]([C:31]2[CH:32]=[CH:33][C:34]([F:37])=[CH:35][CH:36]=2)[N:20]2[CH2:19][CH2:18][N:17]([CH2:14][C@H:15]([OH:13])[CH2:16][S:3][C:4]3[N:12]=[CH:11][N:10]=[C:9]4[C:5]=3[NH:6][CH:7]=[N:8]4)[CH2:22][CH2:21]2)=[CH:25][CH:26]=1 |f:0.1|. Reactants: SC1=C2NC=NC2=NC=N1 (6-mercaptopurine), O1C([C@@H]1C)N1CCN(CC1)C(C1=CC=C(C=C1)F)C1=CC=C(C=C1)F ((2S)-(-)-(1,2-Epoxypropyl)-4-[bis(4-fluorophenyl)methyl]piperazine), [H-].[Na+] (NaH). Solvent: CN(C)C=O (DMF), CN(C)C=O (DMF). Conditions: time 72 hour. Product: FC1=CC=C(C=C1)C(N1CCN(CC1)C[C@@H](CSC1=C2NC=NC2=NC=N1)O)C1=CC=C(C=C1)F ((2S)-(+)-6-[1-[1-[Bis(4-fluorophenyl)methyl]piperazin-4-yl]-2-hydroxy-3-propanylthio]purine). The reactants are O=S(=O)(Cl)c1cc(F)cc(F)c1, CC(C)n1cc(C(=O)c2cncc(N)c2)c2c(N)ncnc21, c1ccncc1. Product: CC(C)n1cc(C(=O)c2cncc(NS(=O)(=O)c3cc(F)cc(F)c3)c2)c2c(N)ncnc21. RXN SMILES: [F:1][c:2]1[cH:3][c:4]([S:9](=[O:10])(=[O:11])[Cl:12])[cH:5][c:6]([F:8])[cH:7]1.[NH2:13][c:14]1[c:15]2[c:16]([n:17][cH:18][n:19]1)[n:20]([CH:32]([CH3:33])[CH3:34])[cH:21][c:22]2[C:23](=[O:24])[c:25]1[cH:26][n:27][cH:28][c:29]([NH2:31])[cH:30]1.[cH:35]1[cH:36][cH:37][n:38][cH:39][cH:40]1>>[F:1][c:2]1[cH:3][c:4]([S:9](=[O:10])(=[O:11])[NH:31][c:29]2[cH:28][n:27][cH:26][c:25]([C:23]([c:22]3[c:15]4[c:14]([NH2:13])[n:19][cH:18][n:17][c:16]4[n:20]([CH:32]([CH3:33])[CH3:34])[cH:21]3)=[O:24])[cH:30]2)[cH:5][c:6]([F:8])[cH:7]1. Run in N1=CC=CC=C1 (pyridine). The reactants are CC1(CC2=CC=C(C=C2C(C1O)N1C(C=CC=C1)=O)N)C (2,2-dimethyl-4-(2-oxo-1,2-dihydro-1-pyridyl)-6-amino-1,2,3,4-tetrahydro-3-naphthol), C(=O)O (formic acid). Procedure details: A solution of 1 g of 2,2-dimethyl-4-(2-oxo-1,2-dihydro-1-pyridyl)-6-amino-1,2,3,4-tetrahydro-3-naphthol in 15 ml of formic acid and 1 ml of pyridine is boiled for 16 hours and evaporated. Working up in the customary manner gives 2,2-dimethyl-4-(2-oxo-1,2-dihydro-1-pyridyl)-6-formamido-1,2,3,4-tetrahydro-3-naphthol. Reaction SMILES: [CH3:1][C:2]1([CH3:21])[CH:11]([OH:12])[CH:10]([N:13]2[CH:18]=[CH:17][CH:16]=[CH:15][C:14]2=[O:19])[C:9]2[C:4](=[CH:5][CH:6]=[C:7]([NH2:20])[CH:8]=2)[CH2:3]1.[CH:22](O)=[O:23]>N1C=CC=CC=1>[CH3:1][C:2]1([CH3:21])[CH:11]([OH:12])[CH:10]([N:13]2[CH:18]=[CH:17][CH:16]=[CH:15][C:14]2=[O:19])[C:9]2[C:4](=[CH:5][CH:6]=[C:7]([NH:20][CH:22]=[O:23])[CH:8]=2)[CH2:3]1. Yields the product CC1(CC2=CC=C(C=C2C(C1O)N1C(C=CC=C1)=O)NC=O)C (2,2-dimethyl-4-(2-oxo-1,2-dihydro-1-pyridyl)-6-formamido-1,2,3,4-tetrahydro-3-naphthol). Reactants: NC1=C(C=C(C#N)C=C1)C (4-amino-3-methyl-benzonitrile), BrC=1C=C(C=O)C=CC1 (3-bromobenzaldehyde), C=C(C)C (isobutene), FC(S(=O)(=O)[O-])(F)F.[Yb+3].FC(S(=O)(=O)[O-])(F)F.FC(S(=O)(=O)[O-])(F)F (ytterbium(III) trifluoromethanesulfonate). Run in C(C)#N (acetonitrile), C(C)(=O)OCC (ethyl acetate). Reaction conditions: temperature 85 celsius, time 18 hour. The product is BrC=1C=C(C=CC1)C1NC2=C(C=C(C=C2C(C1)(C)C)C#N)C (2-(3-bromo-phenyl)-4,4,8-trimethyl-1,2,3,4-tetrahydro-quinoline-6-carbonitrile). Isolated yield 26.2%. Reaction SMILES: [NH2:1][C:2]1[CH:9]=[CH:8][C:5]([C:6]#[N:7])=[CH:4][C:3]=1[CH3:10].[Br:11][C:12]1[CH:13]=[C:14]([CH:17]=[CH:18][CH:19]=1)[CH:15]=O.[CH2:20]=[C:21]([CH3:23])[CH3:22].FC(F)(F)S([O-])(=O)=O.[Yb+3].FC(F)(F)S([O-])(=O)=O.FC(F)(F)S([O-])(=O)=O>C(#N)C.C(OCC)(=O)C>[Br:11][C:12]1[CH:13]=[C:14]([CH:15]2[CH2:20][C:21]([CH3:23])([CH3:22])[C:9]3[C:2](=[C:3]([CH3:10])[CH:4]=[C:5]([C:6]#[N:7])[CH:8]=3)[NH:1]2)[CH:17]=[CH:18][CH:19]=1 |f:3.4.5.6|. Reported procedure: To a stirred solution of 4-amino-3-methyl-benzonitrile (10.3 g, 78.4 mmol) and 3-bromobenzaldehyde (9.2 mL, 78.4 mmol) in acetonitrile (150 mL) were added isobutene (21.0 mL, 313.5 mmol) and ytterbium(III) trifluoromethanesulfonate (Yb(OTf)3) (5.8 g, 9.5 mmol). The resulting mixture was stirred at 85° C. for 18 h in sealed tube. The mixture was diluted with ethyl acetate (300 mL) and washed with water (100 mL×2) and brine (100 mL×2) and then dried over anhydrous sodium sulfate. The solvent was r...